This data is from the Open Reaction Database (ORD), a public repository of structured organic reaction records. The task is: describe an organic reaction: reactants, conditions, products, and yield Starting materials: C1CCOC1, C[Si](C)(C)[N-][Si](C)(C)C, Cc1ccnc(Cl)n1, COC(=O)c1cccc(NS(=O)(=O)c2c(F)cccc2F)c1F, [Li+]. The product is O=C(Cc1ccnc(Cl)n1)c1cccc(NS(=O)(=O)c2c(F)cccc2F)c1F. RXN SMILES: [CH2:42]1[O:43][CH2:44][CH2:45][CH2:46]1.[CH3:24][Si:25]([N-:26][Si:27]([CH3:28])([CH3:29])[CH3:30])([CH3:31])[CH3:32].[Cl:34][c:35]1[n:36][cH:37][cH:38][c:39]([CH3:41])[n:40]1.[F:1][c:2]1[c:3]([S:9](=[O:10])(=[O:11])[NH:12][c:13]2[c:14]([F:23])[c:15]([C:16](=[O:17])[O:18][CH3:19])[cH:20][cH:21][cH:22]2)[c:4]([F:8])[cH:5][cH:6][cH:7]1.[Li+:33]>>[F:1][c:2]1[c:3]([S:9](=[O:10])(=[O:11])[NH:12][c:13]2[c:14]([F:23])[c:15]([C:16](=[O:17])[CH2:41][c:39]3[cH:38][cH:37][n:36][c:35]([Cl:34])[n:40]3)[cH:20][cH:21][cH:22]2)[c:4]([F:8])[cH:5][cH:6][cH:7]1. Starting materials: ClC=1C=CC(=C(C1)C1=CC(N(C=C1OC)C(C(=O)NC1=CC=C(C(=O)OC(C)(C)C)C=C1)C)=O)C(F)(F)F (tert-butyl 4-[(2-{4-[5-chloro-2-(trifluoromethyl)phenyl]-5-methoxy-2-oxopyridin-1(2H)-yl}propanoyl)amino]benzoate), C(=O)(C(F)(F)F)O (TFA). The product is ClC=1C=CC(=C(C1)C1=CC(N(C=C1OC)C(C(=O)NC1=CC=C(C(=O)O)C=C1)C)=O)C(F)(F)F (4-[(2-{4-[5-Chloro-2-(trifluoromethyl)phenyl]-5-methoxy-2-oxopyridin-1(2H)-yl}propanoyl)amino]benzoic acid). Reaction SMILES: [Cl:1][C:2]1[CH:3]=[CH:4][C:5]([C:35]([F:38])([F:37])[F:36])=[C:6]([C:8]2[C:13]([O:14][CH3:15])=[CH:12][N:11]([CH:16]([CH3:33])[C:17]([NH:19][C:20]3[CH:32]=[CH:31][C:23]([C:24]([O:26]C(C)(C)C)=[O:25])=[CH:22][CH:21]=3)=[O:18])[C:10](=[O:34])[CH:9]=2)[CH:7]=1.C(O)(C(F)(F)F)=O>>[Cl:1][C:2]1[CH:3]=[CH:4][C:5]([C:35]([F:38])([F:36])[F:37])=[C:6]([C:8]2[C:13]([O:14][CH3:15])=[CH:12][N:11]([CH:16]([CH3:33])[C:17]([NH:19][C:20]3[CH:32]=[CH:31][C:23]([C:24]([OH:26])=[O:25])=[CH:22][CH:21]=3)=[O:18])[C:10](=[O:34])[CH:9]=2)[CH:7]=1. Procedure: 145 mg (purity 84%, 0.22 mmol) of tert-butyl 4-[(2-{4-[5-chloro-2-(trifluoromethyl)phenyl]-5-methoxy-2-oxopyridin-1(2H)-yl}propanoyl)amino]benzoate (racemate) were hydrolysed with TFA according to General Method 2. Yield: 41 mg (37% of theory) Yields the product Cl.N(N)C=1C=C(C(=O)O)C=CC1 (3-hydrazino-benzoic acid hydrochloride). RXN SMILES: [NH2:1][C:2]1[CH:3]=[C:4]([CH:8]=[CH:9][CH:10]=1)[C:5]([OH:7])=[O:6].[N:11]([O-])=O.[Na+].O.O.[Cl:17][Sn]Cl>Cl>[ClH:17].[NH:1]([C:2]1[CH:3]=[C:4]([CH:8]=[CH:9][CH:10]=1)[C:5]([OH:7])=[O:6])[NH2:11] |f:1.2,3.4.5,7.8|. The reactants are NC=1C=C(C(=O)O)C=CC1 (m-amino benzoic acid), N(=O)[O-].[Na+] (NaNO2), O.O.Cl[Sn]Cl (SnCl2.2H2O). Procedure details: To a solution (200 mL) of m-amino benzoic acid (200 g, 1.46 mol) in concentrated HCl was added an aqueous solution (250 mL) of NaNO2 (102 g, 1.46 mol) at 0° C. The reaction mixture was stirred for 1 h and a solution of SnCl2.2H2O (662 g, 2.92 mol) in concentrated HCl (2L) was then added at 0° C., and the reaction stirred for an additional 2 h at RT. The precipitate was filtered and washed with ethanol and ether to yield 3-hydrazino-benzoic acid hydrochloride as a white solid. Solvent: Cl (HCl), Cl (HCl). Reaction conditions: time 1 hour. The reactants are COc1cc(OC)c(C(=O)O)cc1OC, CN(C)C=O, Cc1ccccc1, O=S(Cl)Cl. Yields the product COc1cc(OC)c(C(=O)Cl)cc1OC. As a reaction SMILES: [CH3:1][O:2][c:3]1[c:4]([C:5](=[O:6])[OH:7])[cH:8][c:9]([O:14][CH3:15])[c:10]([O:12][CH3:13])[cH:11]1.[CH3:20][N:21]([CH3:22])[CH:23]=[O:24].[CH3:25][c:26]1[cH:27][cH:28][cH:29][cH:30][cH:31]1.[S:16]([Cl:17])([Cl:18])=[O:19]>>[CH3:1][O:2][c:3]1[c:4]([C:5](=[O:6])[Cl:18])[cH:8][c:9]([O:14][CH3:15])[c:10]([O:12][CH3:13])[cH:11]1. Solvent: C(C)O (ethanol). Conditions: time 4.5 hour. RXN SMILES: [OH-].[Na+].[CH2:3]([N:10]1[CH:15]2[CH2:16][CH2:17][CH:11]1[C:12](=[O:18])[CH2:13][CH2:14]2)[C:4]1[CH:9]=[CH:8][CH:7]=[CH:6][CH:5]=1.[CH:19](=O)[C:20]1[CH:25]=[CH:24][CH:23]=[CH:22][CH:21]=1>C(O)C>[CH2:3]([N:10]1[CH:15]2[CH2:16][CH2:17][CH:11]1[C:12](=[O:18])[C:13](=[CH:19][C:20]1[CH:25]=[CH:24][CH:23]=[CH:22][CH:21]=1)[CH2:14]2)[C:4]1[CH:5]=[CH:6][CH:7]=[CH:8][CH:9]=1 |f:0.1|. Product: C(C1=CC=CC=C1)N1C2C(C(CC1CC2)=CC2=CC=CC=C2)=O ((±)-8-Benzyl-3-benzylidene-8-aza-bicyclo[3.2.1]octan-2-one). The reactants are [OH-].[Na+] (sodium hydroxide), C(C1=CC=CC=C1)N1C2C(CCC1CC2)=O ((±)-8-benzyl-8-aza-bicyclo[3.2.1]octan-2-one), C(C1=CC=CC=C1)=O (benzaldehyde). Yield: 100.9%. Procedure details: A 5N sodium hydroxide solution (1.62 mL, 0.5 equiv.) was added to (±)-8-benzyl-8-aza-bicyclo[3.2.1]octan-2-one (3.49 g, 16.2 mmol), followed by a solution of benzaldehyde (2.59 mL, 2.69 g, 16.2 mmol) in ethanol (160 mL). The solution was stirred at ambient temperature for 4.5 h. The solution was concentrated under reduced pressure, and the residue was taken up in dichloromethane (160 mL). The mixture was washed with water (160 mL) and brine (160 mL), dried (sodium sulfate), filtered, and the sol... Starting materials: O=C([O-])[O-], CCI, CN(C)C=O, [K+], [K+], O, CCOC(=O)c1cn[nH]c1. Product: CCOC(=O)c1cnn(CC)c1. As a reaction SMILES: [C:1](=[O:2])([O-:3])[O-:4].[CH2:7]([CH3:8])[I:9].[CH3:21][N:22]([CH3:23])[CH:24]=[O:25].[K+:5].[K+:6].[OH2:20].[nH:10]1[n:11][cH:12][c:13]([C:15](=[O:16])[O:17][CH2:18][CH3:19])[cH:14]1>>[CH2:7]([CH3:8])[n:10]1[n:11][cH:12][c:13]([C:15](=[O:16])[O:17][CH2:18][CH3:19])[cH:14]1. Starting materials: O=Cc1ccccc1, Nc1ccccc1, c1ccccc1. The product is c1ccc(CNc2ccccc2)cc1. RXN SMILES: [CH:1](=[O:2])[c:3]1[cH:4][cH:5][cH:6][cH:7][cH:8]1.[NH2:9][c:10]1[cH:11][cH:12][cH:13][cH:14][cH:15]1.[cH:16]1[cH:17][cH:18][cH:19][cH:20][cH:21]1>>[CH2:1]([c:3]1[cH:4][cH:5][cH:6][cH:7][cH:8]1)[NH:9][c:10]1[cH:11][cH:12][cH:13][cH:14][cH:15]1. Starting materials: Cc1ccccc1S(N)(=O)=O, CCN=C=NCCCN(C)C, CN(C)c1ccncc1, CC#N, ClCCl, Cl, Cc1oc(C(=O)O)cc1CN(C)c1ccc(-c2ccc(OC(F)F)cc2)cc1. Yields the product Cc1ccccc1S(=O)(=O)NC(=O)c1cc(CN(C)c2ccc(-c3ccc(OC(F)F)cc3)cc2)c(C)o1. RXN SMILES: [CH3:29][c:30]1[c:31]([S:36](=[O:37])(=[O:38])[NH2:39])[cH:32][cH:33][cH:34][cH:35]1.[CH3:41][N:42]([CH3:43])[CH2:44][CH2:45][CH2:46][N:47]=[C:48]=[N:49][CH2:50][CH3:51].[CH3:52][N:53]([c:54]1[cH:55][cH:56][n:57][cH:58][cH:59]1)[CH3:60].[CH3:64][C:65]#[N:66].[Cl:61][CH2:62][Cl:63].[ClH:40].[F:1][CH:2]([O:3][c:4]1[cH:5][cH:6][c:7](-[c:10]2[cH:11][cH:12][c:13]([N:16]([CH3:17])[CH2:18][c:19]3[cH:20][c:21]([C:25](=[O:26])[OH:27])[o:22][c:23]3[CH3:24])[cH:14][cH:15]2)[cH:8][cH:9]1)[F:28]>>[F:1][CH:2]([O:3][c:4]1[cH:5][cH:6][c:7](-[c:10]2[cH:11][cH:12][c:13]([N:16]([CH3:17])[CH2:18][c:19]3[cH:20][c:21]([C:25](=[O:27])[NH:39][S:36]([c:31]4[c:30]([CH3:29])[cH:35][cH:34][cH:33][cH:32]4)(=[O:37])=[O:38])[o:22][c:23]3[CH3:24])[cH:14][cH:15]2)[cH:8][cH:9]1)[F:28].